The task is: describe an organic reaction: reactants, conditions, products, and yield. This data is from the Open Reaction Database (ORD), a public repository of structured organic reaction records. The reactants are C(C)OC(C(C(=O)OCC)(CC1=CC=C(C=C1)C#N)NC(C)=O)=O (diethyl -(acetamido)-α-[(4-cyanophenyl)methyl]-malonate), C(C)(=O)NC(C(=O)OCC)C(=O)OCC (diethyl α-(acetamido)-malonate), BrCC1=CC=C(C#N)C=C1 (4-(bromomethyl)-benzonitrile), [O-]CC.[Na+] (sodium ethoxide), Cl (hydrochloric acid). The solvent is C(C)(=O)O (acetic acid). Yields the product Cl.C(#N)C1=CC=C(C=C1)CC(N)C(=O)O ((R S)-3-(4-Cyanophenyl)-alanine-hydrochloride). As a reaction SMILES: C([O:3][C:4](=[O:24])[C:5]([NH:20]C(=O)C)([CH2:11][C:12]1[CH:17]=[CH:16][C:15]([C:18]#[N:19])=[CH:14][CH:13]=1)C(OCC)=O)C.C(NC(C(OCC)=O)C(OCC)=O)(=O)C.BrCC1C=CC(C#N)=CC=1.[O-]CC.[Na+].[ClH:54]>C(O)(=O)C>[ClH:54].[C:18]([C:15]1[CH:14]=[CH:13][C:12]([CH2:11][CH:5]([C:4]([OH:24])=[O:3])[NH2:20])=[CH:17][CH:16]=1)#[N:19] |f:3.4,7.8|. Reported procedure: A mixture of 235 g (0.707 Mol) of diethyl -(acetamido)-α-[(4-cyanophenyl)methyl]-malonate (Mp. 163-165° C.; prepared from diethyl α-(acetamido)-malonate and 4-(bromomethyl)-benzonitrile in the presence of sodium ethoxide), 1.28 l (3.84 Mol) of 3N aqueous hydrochloric acid and 0.64 l of glacial acetic acid were refluxed for 7 hours. The mixture cooled to +5° C. was filtered and the filtrate was evaporated down in vacuo. The residue was intensively washed with isopropanol and then dried in vacuo. ... Reactants: C(C)(=O)SC(C(C(=O)OCC)CC=1C=NC(=CC1)NC(=O)OC(C)(C)C)CCC1=CC=CC=C1 (Ethyl 3-(acetylsulfanyl)-2-({6-[(tert-butoxycarbonyl)amino]-3-pyridinyl}methyl)-5-phenylpentanoate). The solvent is Cl (HCl). Product: NC1=CC=C(C=N1)CC(C(=O)O)C(CCC1=CC=CC=C1)S (2-(6-Amino-pyridin-3-ylmethyl)-3-mercapto-5-phenyl-pentanoic acid), hydrochloride salt. Yield: 98.0%. As a reaction SMILES: C([S:4][CH:5]([CH2:27][CH2:28][C:29]1[CH:34]=[CH:33][CH:32]=[CH:31][CH:30]=1)[CH:6]([CH2:12][C:13]1[CH:14]=[N:15][C:16]([NH:19]C(OC(C)(C)C)=O)=[CH:17][CH:18]=1)[C:7]([O:9]CC)=[O:8])(=O)C>Cl>[NH2:19][C:16]1[N:15]=[CH:14][C:13]([CH2:12][CH:6]([CH:5]([SH:4])[CH2:27][CH2:28][C:29]2[CH:30]=[CH:31][CH:32]=[CH:33][CH:34]=2)[C:7]([OH:9])=[O:8])=[CH:18][CH:17]=1. Reported procedure: Ethyl 3-(acetylsulfanyl)-2-({6-[(tert-butoxycarbonyl)amino]-3-pyridinyl}methyl)-5-phenylpentanoate (9 mg, 18.5 μmol) was dissolved in conc. HCl (1 mL) under argon. The solution was heated to reflux for 4.5 h. Concentration under reduced pressure yielded the title compound as the hydrochloride salt (6.4 mg, 98%) as a diastereomeric mixture 1:1. As a reaction SMILES: [CH:1]12[CH2:10][CH:5]3[CH2:6][CH:7]([CH2:9][CH:3]([CH2:4]3)[CH:2]1[N:11]1[CH:15]=[C:14]([CH:16]([CH3:18])[CH3:17])[NH:13][C:12]1=[O:19])[CH2:8]2.Cl.Cl[CH2:22][C:23]1[CH:28]=[CH:27][CH:26]=[CH:25][N:24]=1.[H-].[Na+].Cl>>[CH:1]12[CH2:8][CH:7]3[CH2:6][CH:5]([CH2:4][CH:3]([CH2:9]3)[CH:2]1[N:11]1[CH:15]=[C:14]([CH:16]([CH3:17])[CH3:18])[N:13]([CH2:22][C:23]3[CH:28]=[CH:27][CH:26]=[CH:25][N:24]=3)[C:12]1=[O:19])[CH2:10]2 |f:1.2,3.4|. The reactants are [H-].[Na+] (NaH), Cl (HCl), C12C(C3CC(CC(C1)C3)C2)N2C(NC(=C2)C(C)C)=O (1-adamantan-2-yl-4-isopropyl-1,3-dihydro-imidazol-2-one), Cl.ClCC1=NC=CC=C1 (2-chloromethylpyridine hydrochloride). The product is C12C(C3CC(CC(C1)C3)C2)N2C(N(C(=C2)C(C)C)CC2=NC=CC=C2)=O (1-Adamantan-2-yl-4-isopropyl-3-pyridin-2-ylmethyl-1,3-dihydro-imidazol-2-one), gum. Procedure: 1—This material was obtained as described in example 23 from 1-adamantan-2-yl-4-isopropyl-1,3-dihydro-imidazol-2-one (obtained in example 8, 100 mg) by alkylation with 2-chloromethylpyridine hydrochloride (73 mg) with the following modification: 2.5 equivalents of NaH dispersion (42 mg) was used such as to compensate for the HCl content in the alkylating agent. 1-Adamantan-2-yl-4-isopropyl-3-pyridin-2-ylmethyl-1,3-dihydro-imidazol-2-one was obtained as a light yellow gum (64 mg). MS (ESI): 352.2... Yields the product COC(C[C@H](NC(=O)[C@H]1CN(CCC1)C(\C=C\C1CCN(CC1)C(=O)OC(C)(C)C)=O)CCC1=CC(=C(C=C1)OC)OC)=O (N-[(R)-1-[3-(1-tert-butoxycarbonyl-4-piperidyl)-(E)-acryloyl]-3-piperidylcarbonyl]-3(R)-(3,4-dimethoxyphenethyl)-β-alanine methyl ester). Starting materials: C(C)N=C=NCCCN(C)C (1-ethyl-3-(3-dimethylaminopropyl)carbodiimide), COC(C[C@H](N)CCC1=CC(=C(C=C1)OC)OC)=O (3(R)-(3,4-dimethoxyphenethyl)-β-alanine methyl ester), C(C)(C)(C)OC(=O)N1CCC(CC1)/C=C/C(=O)N1C[C@@H](CCC1)C(=O)O ((R)-1-[3-(1-tert-butoxycarbonyl-4-piperidyl)-(E)-acryloyl]-3-piperidinecarboxylic acid), ON1N=NC2=C1C=CC=C2 (1-hydroxybenztriazole). Reaction conditions: time 8 hour. Reaction SMILES: [CH3:1][O:2][C:3](=[O:19])[CH2:4][C@@H:5]([CH2:7][CH2:8][C:9]1[CH:14]=[CH:13][C:12]([O:15][CH3:16])=[C:11]([O:17][CH3:18])[CH:10]=1)[NH2:6].[C:20]([O:24][C:25]([N:27]1[CH2:32][CH2:31][CH:30](/[CH:33]=[CH:34]/[C:35]([N:37]2[CH2:42][CH2:41][CH2:40][C@@H:39]([C:43](O)=[O:44])[CH2:38]2)=[O:36])[CH2:29][CH2:28]1)=[O:26])([CH3:23])([CH3:22])[CH3:21].ON1C2C=CC=CC=2N=N1.C(N=C=NCCCN(C)C)C>CN(C)C=O.O>[CH3:1][O:2][C:3](=[O:19])[CH2:4][C@@H:5]([CH2:7][CH2:8][C:9]1[CH:14]=[CH:13][C:12]([O:15][CH3:16])=[C:11]([O:17][CH3:18])[CH:10]=1)[NH:6][C:43]([C@@H:39]1[CH2:40][CH2:41][CH2:42][N:37]([C:35](=[O:36])/[CH:34]=[CH:33]/[CH:30]2[CH2:31][CH2:32][N:27]([C:25]([O:24][C:20]([CH3:22])([CH3:21])[CH3:23])=[O:26])[CH2:28][CH2:29]2)[CH2:38]1)=[O:44]. Procedure details: To a mixture of 3(R)-(3,4-dimethoxyphenethyl)-β-alanine methyl ester (0.87 g), (R)-1-[3-(1-tert-butoxycarbonyl-4-piperidyl)-(E)-acryloyl]-3-piperidinecarboxylic acid (1.19 g) and 1-hydroxybenztriazole (0.44 g) in dimethylformamide (9 ml) was added 1-ethyl-3-(3-dimethylaminopropyl)carbodiimide (0.59 ml) at 0° C. The reaction mixture was stirred overnight at room temperature, and then poured into water. The whole was extracted with ethyl acetate, washed with aqueous saturated NaHCO3, water, and br... Isolated yield 91.5%. The solvent is CN(C=O)C (dimethylformamide), O (water). Reactants: C(C)(C)(C)[Si](C1=CC=CC=C1)(C1=CC=CC=C1)OC1=CC=C(C=C1)OC[C@H]1OC1 (t-butyl-[4-(2S)-oxiranylmethoxy-phenoxy]-diphenylsilane), C(=O)O.NCC1CCN(CC1)S(=O)(=O)C1=CC=C(C=C1)NC(=O)C1=NNC2=CC=CC=C12 ((1H)-Indazole-3-carboxylic acid [4-(4-aminomethyl-1-piperidinyl-sulfonyl)-phenyl]-amide formate salt), C(C)(C)N(CC)C(C)C (diisopropylethyl amine). The product is O[C@@H](CNCC1CCN(CC1)S(=O)(=O)C1=CC=C(C=C1)NC(=O)C1=NNC2=CC=CC=C12)COC1=CC=C(C=C1)O (1H-Indazole-3-carboxylic Acid [4-(4-{[(2S)-2-Hydroxy-3-(4-hydroxy-phenoxy)-propylamino]-methyl}-piperidine-1-sulfonyl)-phenyl]-amide). Yield: 13.4%. RXN SMILES: C([Si]([O:18][C:19]1[CH:24]=[CH:23][C:22]([O:25][CH2:26][C@@H:27]2[CH2:29][O:28]2)=[CH:21][CH:20]=1)(C1C=CC=CC=1)C1C=CC=CC=1)(C)(C)C.C(O)=O.[NH2:33][CH2:34][CH:35]1[CH2:40][CH2:39][N:38]([S:41]([C:44]2[CH:49]=[CH:48][C:47]([NH:50][C:51]([C:53]3[C:61]4[C:56](=[CH:57][CH:58]=[CH:59][CH:60]=4)[NH:55][N:54]=3)=[O:52])=[CH:46][CH:45]=2)(=[O:43])=[O:42])[CH2:37][CH2:36]1.C(N(C(C)C)CC)(C)C>>[OH:28][C@H:27]([CH2:26][O:25][C:22]1[CH:21]=[CH:20][C:19]([OH:18])=[CH:24][CH:23]=1)[CH2:29][NH:33][CH2:34][CH:35]1[CH2:36][CH2:37][N:38]([S:41]([C:44]2[CH:49]=[CH:48][C:47]([NH:50][C:51]([C:53]3[C:61]4[C:56](=[CH:57][CH:58]=[CH:59][CH:60]=4)[NH:55][N:54]=3)=[O:52])=[CH:46][CH:45]=2)(=[O:42])=[O:43])[CH2:39][CH2:40]1 |f:1.2|. Procedure details: Prepared from t-butyl-[4-(2S)-oxiranylmethoxy-phenoxy]-diphenylsilane (0.623 g, 1.54 mmol), (1H)-Indazole-3-carboxylic acid [4-(4-aminomethyl-1-piperidinyl-sulfonyl)-phenyl]-amide formate salt (0.71 g, xx mmol) and diisopropylethyl amine (0.41 mL) according to the procedure used for example 37 to give 0.12 g of the title compound as a white solid. The reactants are BrC1=CC=C(C(=O)OC(C)(C)C)C=C1 (tert.-butyl 4-bromobenzoate), C[Si](C)(C)C#C (trimethylsilylacetylene), C1(=CC=CC=C1)P(C1=CC=CC=C1)C1=CC=CC=C1 (triphenylphosphine). Reagents/catalysts: C(C)(=O)[O-].[Pd+2].C(C)(=O)[O-] (palladium acetate). Solvent: C(C)N(CC)CC (triethylamine), C(Cl)Cl (methylene chloride). Reaction conditions: temperature 100 celsius. Product: C[Si](C)(C)C#COC(C1=CC=CC=C1)=O (trimethylsilylethynylbenzoate). RXN SMILES: Br[C:2]1[CH:14]=[CH:13][C:5]([C:6]([O:8][C:9](C)(C)[CH3:10])=[O:7])=[CH:4][CH:3]=1.[CH3:15][Si:16](C#C)([CH3:18])[CH3:17].C1(P(C2C=CC=CC=2)C2C=CC=CC=2)C=CC=CC=1>C(N(CC)CC)C.C(Cl)Cl.C([O-])(=O)C.[Pd+2].C([O-])(=O)C>[CH3:15][Si:16]([C:10]#[C:9][O:8][C:6](=[O:7])[C:5]1[CH:13]=[CH:14][CH:2]=[CH:3][CH:4]=1)([CH3:18])[CH3:17] |f:5.6.7|. Reported procedure: A mixture containing 1.31 g of tert.-butyl 4-bromobenzoate, 1.0 g of trimethylsilylacetylene, 10 mg of palladium acetate and 15.6 mg of triphenylphosphine in 15 ml of anhydrous triethylamine is heated in a sealed container at 100° C. for 16 hours. After cooling to room temperature, the reaction mixture is diluted with methylene chloride and extracted with water. The organic solution is dried over anhydrous sodium sulfate and the solvent removed under reduced pressure. The dark residue is chromat...